This data is from the Open Reaction Database (ORD), a public repository of structured organic reaction records. The task is: describe an organic reaction: reactants, conditions, products, and yield The reactants are C1(=CC=CC=C1)C (toluene), C(C1=CC=CC=C1)(=O)N1CCC(CC1)CCl (N-benzoyl-4-chloromethylpiperidine), CC(C)([O-])C.[K+] (potassium tert-butoxide), Cl (hydrochloric acid), ice. Solvent: CN(C=O)C (N,N-dimethylformamide). Run at temperature 5 celsius, time 40 minute. The product is C(C1=CC=CC=C1)(=O)N1CCC(CC1)=C (N-benzoyl-4-methylenepiperidine). Yield: 96.3%. As a reaction SMILES: [C:1]([N:9]1[CH2:14][CH2:13][CH:12]([CH2:15]Cl)[CH2:11][CH2:10]1)(=[O:8])[C:2]1[CH:7]=[CH:6][CH:5]=[CH:4][CH:3]=1.CC(C)([O-])C.[K+].Cl.C1(C)C=CC=CC=1>CN(C)C=O>[C:1]([N:9]1[CH2:14][CH2:13][C:12](=[CH2:15])[CH2:11][CH2:10]1)(=[O:8])[C:2]1[CH:7]=[CH:6][CH:5]=[CH:4][CH:3]=1 |f:1.2|. Procedure: In 1 l of N,N-dimethylformamide was dissolved 248.96 g (about 1 mol) of N-benzoyl-4-chloromethyl-piperidine (D) obtained in Example 3. The resulting solution was cooled to 5° C. and thereto was added 168.32 g (1.5 mol) of potassium tert-butoxide in five portions at 10° to 20° C. over about 1 hour. After the addition, the mixture was stirred at 10° to 20° C. for 40 minutes. Then, the reaction mixture was poured into a mixed liquid of 500 ml of 1N hydrochloric acid and 500 g of fragmentary ice. Su...